From a dataset of the Open Reaction Database (ORD), a public repository of structured organic reaction records. describe an organic reaction: reactants, conditions, products, and yield Starting materials: N1CCC(CC1)C(=O)OCC (ethyl 4-piperidinecarboxylate), C(C)C1=C(C=CC=C1C=O)C1=CN=C(S1)C=1C=CC(=C(C#N)C1)OC(C)C (5-[5-(2-ethyl-3-formylphenyl)-1,3-thiazol-2-yl]-2-[(1-methylethyl)oxy]benzonitrile), C(C)(=O)O (acetic acid), C(C)(=O)[O-].[Na+] (sodium acetate). Solvent: C(C)O (ethanol). Reaction conditions: time 30 minute. Product: crude product, C(#N)C=1C=C(C=CC1OC(C)C)C=1SC(=CN1)C=1C(=C(C=CC1)CN1CCC(CC1)C(=O)OCC)CC (ethyl 1-{[3-(2-{3-cyano-4-[(1-methylethyl)oxy]phenyl}-1,3-thiazol-5-yl)-2-ethylphenyl]methyl}-4-piperidinecarboxylate). The yield is 100.0%. RXN SMILES: [CH2:1]([C:3]1[C:8]([CH:9]=O)=[CH:7][CH:6]=[CH:5][C:4]=1[C:11]1[S:15][C:14]([C:16]2[CH:17]=[CH:18][C:19]([O:24][CH:25]([CH3:27])[CH3:26])=[C:20]([CH:23]=2)[C:21]#[N:22])=[N:13][CH:12]=1)[CH3:2].C(O)(=O)C.C([O-])(=O)C.[Na+].[NH:37]1[CH2:42][CH2:41][CH:40]([C:43]([O:45][CH2:46][CH3:47])=[O:44])[CH2:39][CH2:38]1>C(O)C>[C:21]([C:20]1[CH:23]=[C:16]([C:14]2[S:15][C:11]([C:4]3[C:3]([CH2:1][CH3:2])=[C:8]([CH2:9][N:37]4[CH2:42][CH2:41][CH:40]([C:43]([O:45][CH2:46][CH3:47])=[O:44])[CH2:39][CH2:38]4)[CH:7]=[CH:6][CH:5]=3)=[CH:12][N:13]=2)[CH:17]=[CH:18][C:19]=1[O:24][CH:25]([CH3:27])[CH3:26])#[N:22] |f:2.3|. Reported procedure: To a solution of 5-[5-(2-ethyl-3-formylphenyl)-1,3-thiazol-2-yl]-2-[(1-methylethyl)oxy]benzonitrile (D73) (120 mg), acetic acid (0.036 mL) and sodium acetate (52.3 mg) in ethanol (20.00 mL) stirred under nitrogen at room temperature was added ethyl 4-piperidinecarboxylate (200 mg) in one charge. The reaction mixture was stirred at room temperature for 30 min, then the solvent was evaporated in vacuo. The residue was dissolved in dichloromethane (DCM) (20 mL), sodium triacetoxyborohydride (169 mg...